Dataset: the Open Reaction Database (ORD), a public repository of structured organic reaction records. Task: describe an organic reaction: reactants, conditions, products, and yield The reactants are NC1=CC(=C(C(=O)NCC2CCN(CC2)CCCCCCNCC2=CC=C(C=C2)[N+](=O)[O-])C=C1Cl)OC (4-Amino-5-chloro-2-methoxy-N-((1-(6-(4-nitrobenzylamino)hexyl)-piperidin-4-yl)methyl)benzamide), C(C)=O (acetaldehyde), C(#N)[BH3-].[Na+] (sodium cyanoborohydride). The product is NC1=CC(=C(C(=O)NCC2CCN(CC2)CCCCCCN(CC2=CC=C(C=C2)[N+](=O)[O-])CC)C=C1Cl)OC (4-amino-5-chloro-N-((1-(6-(N-ethyl-N-(4-nitrobenzyl)amino)hexyl)-piperidin-4-yl)methyl)-2-methoxybenzamide). As a reaction SMILES: [NH2:1][C:2]1[C:34]([Cl:35])=[CH:33][C:5]([C:6]([NH:8][CH2:9][CH:10]2[CH2:15][CH2:14][N:13]([CH2:16][CH2:17][CH2:18][CH2:19][CH2:20][CH2:21][NH:22][CH2:23][C:24]3[CH:29]=[CH:28][C:27]([N+:30]([O-:32])=[O:31])=[CH:26][CH:25]=3)[CH2:12][CH2:11]2)=[O:7])=[C:4]([O:36][CH3:37])[CH:3]=1.[CH:38](=O)[CH3:39].C([BH3-])#N.[Na+]>>[NH2:1][C:2]1[C:34]([Cl:35])=[CH:33][C:5]([C:6]([NH:8][CH2:9][CH:10]2[CH2:15][CH2:14][N:13]([CH2:16][CH2:17][CH2:18][CH2:19][CH2:20][CH2:21][N:22]([CH2:38][CH3:39])[CH2:23][C:24]3[CH:29]=[CH:28][C:27]([N+:30]([O-:32])=[O:31])=[CH:26][CH:25]=3)[CH2:12][CH2:11]2)=[O:7])=[C:4]([O:36][CH3:37])[CH:3]=1 |f:2.3|. Procedure: 4-Amino-5-chloro-2-methoxy-N-((1-(6-(4-nitrobenzylamino)hexyl)-piperidin-4-yl)methyl)benzamide (0.89 g) as starting compound, acetaldehyde (0.11 ml) and sodium cyanoborohydride (0.25 g) were reacted and treated in the same manner as in Example 136 to give 0.4 g of 4-amino-5-chloro-N-((1-(6-(N-ethyl-N-(4-nitrobenzyl)amino)hexyl)-piperidin-4-yl)methyl)-2-methoxybenzamide. The reactants are C[Si](C)(C)Cl, COc1cc(C=O)cc(OC)c1OC, CC#N, [I-], [I-], N#C[K], [Zn+2]. Yields the product COc1cc(C(C#N)O[Si](C)(C)C)cc(OC)c1OC. Reaction SMILES: [CH3:18][Si:19]([CH3:20])([CH3:21])[Cl:22].[CH3:1][O:2][c:3]1[cH:4][c:5]([CH:6]=[O:7])[cH:8][c:9]([O:13][CH3:14])[c:10]1[O:11][CH3:12].[CH3:26][C:27]#[N:28].[I-:23].[I-:25].[K:15][C:16]#[N:17].[Zn+2:24]>>[CH3:1][O:2][c:3]1[cH:4][c:5]([CH:6]([O:7][Si:19]([CH3:18])([CH3:20])[CH3:21])[C:16]#[N:17])[cH:8][c:9]([O:13][CH3:14])[c:10]1[O:11][CH3:12]. Reactants: C(C1=CC=CC=C1)OC1C2COCC(C1)N2C[C@@H]2N(CCN(C2)S(=O)(=O)C=2SC=CC2)C2=CC=C(C=C2)C(C(F)(F)F)(C)O (2-(4-((2S)-2-((6-(benzyloxy)-3-oxa-8-azabicyclo[3.2.1]oct-8-yl)methyl)-4-(2-thiophenylsulfonyl)-1-piperazinyl)phenyl)-1,1,1-trifluoro-2-propanol), C(Cl)Cl (CH2Cl2), B(Cl)(Cl)Cl (BCl3). Solvent: CO (MeOH). Run at temperature 0 celsius, time 15 minute. The product is S1C(=CC=C1)S(=O)(=O)N1C[C@@H](N(CC1)C1=CC=C(C=C1)C(C(F)(F)F)(C)O)CN1C2COCC1C(C2)O (8-(((2S)-4-(2-thiophenylsulfonyl)-1-(4-(2,2,2-trifluoro-1-hydroxy-1-methylethyl)phenyl)-2-piperazinyl)methyl)-3-oxa-8-azabicyclo[3.2.1]octan-6-ol). Yield: 69.6%. As a reaction SMILES: C([O:8][CH:9]1[CH2:15][CH:14]2[N:16]([CH2:17][C@H:18]3[CH2:23][N:22]([S:24]([C:27]4[S:28][CH:29]=[CH:30][CH:31]=4)(=[O:26])=[O:25])[CH2:21][CH2:20][N:19]3[C:32]3[CH:37]=[CH:36][C:35]([C:38]([OH:44])([CH3:43])[C:39]([F:42])([F:41])[F:40])=[CH:34][CH:33]=3)[CH:10]1[CH2:11][O:12][CH2:13]2)C1C=CC=CC=1.C(Cl)Cl.B(Cl)(Cl)Cl>CO>[S:28]1[CH:29]=[CH:30][CH:31]=[C:27]1[S:24]([N:22]1[CH2:21][CH2:20][N:19]([C:32]2[CH:37]=[CH:36][C:35]([C:38]([OH:44])([CH3:43])[C:39]([F:42])([F:41])[F:40])=[CH:34][CH:33]=2)[C@@H:18]([CH2:17][N:16]2[CH:10]3[CH:9]([OH:8])[CH2:15][CH:14]2[CH2:13][O:12][CH2:11]3)[CH2:23]1)(=[O:25])=[O:26]. Procedure details: A 100 mL round-bottomed flask was charged with 2-(4-((2S)-2-((6-(benzyloxy)-3-oxa-8-azabicyclo[3.2.1]oct-8-yl)methyl)-4-(2-thiophenylsulfonyl)-1-piperazinyl)phenyl)-1,1,1-trifluoro-2-propanol (0.350 g, 0.537 mmol) and 5 mL of CH2Cl2. After cooling to 0° C., BCl3 (1M in CH2Cl2, 2.15 mL, 2.15 mmol, Sigma-Aldrich, St. Louis, Mo.) was added drop-wise. This mixture was allowed to warm to room temperature then stirred for an additional 15 min. 10 mL of MeOH was added and the mixture was concentrated o... Reactants: CCO, Cl, [Na+], C1CCOC1, [OH-], O, CCCN(Cc1nc(-c2ccccc2)cs1)c1ccc(COc2ccc(CCC(=O)OC)cc2)cc1. The product is CCCN(Cc1nc(-c2ccccc2)cs1)c1ccc(COc2ccc(CCC(=O)O)cc2)cc1. Reaction SMILES: [CH3:37][CH2:38][OH:39].[ClH:42].[Na+:41].[O:44]1[CH2:45][CH2:46][CH2:47][CH2:48]1.[OH-:40].[OH2:43].[c:1]1(-[c:7]2[n:8][c:9]([CH2:12][N:13]([c:14]3[cH:15][cH:16][c:17]([CH2:18][O:19][c:20]4[cH:21][cH:22][c:23]([CH2:26][CH2:27][C:28](=[O:29])[O:30][CH3:31])[cH:24][cH:25]4)[cH:32][cH:33]3)[CH2:34][CH2:35][CH3:36])[s:10][cH:11]2)[cH:2][cH:3][cH:4][cH:5][cH:6]1>>[c:1]1(-[c:7]2[n:8][c:9]([CH2:12][N:13]([c:14]3[cH:15][cH:16][c:17]([CH2:18][O:19][c:20]4[cH:21][cH:22][c:23]([CH2:26][CH2:27][C:28](=[O:29])[OH:30])[cH:24][cH:25]4)[cH:32][cH:33]3)[CH2:34][CH2:35][CH3:36])[s:10][cH:11]2)[cH:2][cH:3][cH:4][cH:5][cH:6]1. Starting materials: NC1=C(C=O)C=C(C(=C1)OC)OC (2-amino-4,5-dimethoxybenzaldehyde), COC1=C(C=CC=C1)CCC#N (3-(2-methoxyphenyl)propionitrile). The product is COC=1C=C2C=C(C(=NC2=CC1OC)N)CC1=C(C=CC=C1)OC (6,7-Dimethoxy-3-(2-methoxybenzyl)quinolin-2-amine). RXN SMILES: [NH2:1][C:2]1[CH:9]=[C:8]([O:10][CH3:11])[C:7]([O:12][CH3:13])=[CH:6][C:3]=1[CH:4]=O.[CH3:14][O:15][C:16]1[CH:21]=[CH:20][CH:19]=[CH:18][C:17]=1[CH2:22][CH2:23][C:24]#[N:25]>>[CH3:13][O:12][C:7]1[CH:6]=[C:3]2[C:2](=[CH:9][C:8]=1[O:10][CH3:11])[N:1]=[C:24]([NH2:25])[C:23]([CH2:22][C:17]1[CH:18]=[CH:19][CH:20]=[CH:21][C:16]=1[O:15][CH3:14])=[CH:4]2. Procedure: The title compound was synthesized according to EXAMPLE 11 from 2-amino-4,5-dimethoxybenzaldehyde and 3-(2-methoxyphenyl)propionitrile. Starting materials: CC1=C(C=2C(=NC=CC2)N1)C (2,3-dimethylpyrrolo[2,3-b]pyridine), [N+](=O)([O-])C1=C(C(CBr)=O)C=CC=C1 (o-nitrophenacyl bromide), Br (hydrobromide). The product is CC1=C(C=2C(N(C=CC2)CC(=O)C2=C(C=CC=C2)[N+](=O)[O-])=N1)C (2,3-Dimethyl-7-(o-nitrophenacyl)pyrrolo[2,3-b]pyridine). RXN SMILES: [CH3:1][C:2]1[NH:10][C:5]2=[N:6][CH:7]=[CH:8][CH:9]=[C:4]2[C:3]=1[CH3:11].[N+:12]([C:15]1[CH:24]=[CH:23][CH:22]=[CH:21][C:16]=1[C:17](=[O:20])[CH2:18]Br)([O-:14])=[O:13].Br>>[CH3:1][C:2]1[N:10]=[C:5]2[N:6]([CH2:18][C:17]([C:16]3[CH:21]=[CH:22][CH:23]=[CH:24][C:15]=3[N+:12]([O-:14])=[O:13])=[O:20])[CH:7]=[CH:8][CH:9]=[C:4]2[C:3]=1[CH3:11]. Procedure details: The title compound was prepared on a 5 mmol scale from 2,3-dimethylpyrrolo[2,3-b]pyridine and o-nitrophenacyl bromide in the same manner as described in example 27 yielding 1.3 g (66%) pure hydrobromide as a yellow solid. Reprocessing of the motherliquor gave additional material. Starting materials: COC(=O)c1ccc(OCCCON=Cc2ccc(-c3ccccc3)cc2)cc1NC(=O)c1cc(C(F)(F)F)cc(C(F)(F)F)c1, CO, ClC(Cl)Cl, [Li+], C1CCOC1, [OH-]. Yields the product O=C(Nc1cc(OCCCON=Cc2ccc(-c3ccccc3)cc2)ccc1C(=O)O)c1cc(C(F)(F)F)cc(C(F)(F)F)c1. As a reaction SMILES: [CH3:1][O:2][C:3]([c:4]1[c:5]([NH:29][C:30]([c:31]2[cH:32][c:33]([C:41]([F:42])([F:43])[F:44])[cH:34][c:35]([C:37]([F:38])([F:39])[F:40])[cH:36]2)=[O:45])[cH:6][c:7]([O:10][CH2:11][CH2:12][CH2:13][O:14][N:15]=[CH:16][c:17]2[cH:18][cH:19][c:20](-[c:23]3[cH:24][cH:25][cH:26][cH:27][cH:28]3)[cH:21][cH:22]2)[cH:8][cH:9]1)=[O:46].[CH3:47][OH:48].[CH:56]([Cl:57])([Cl:58])[Cl:59].[Li+:54].[O:49]1[CH2:50][CH2:51][CH2:52][CH2:53]1.[OH-:55]>>[O:2]=[C:3]([c:4]1[c:5]([NH:29][C:30]([c:31]2[cH:32][c:33]([C:41]([F:42])([F:43])[F:44])[cH:34][c:35]([C:37]([F:38])([F:39])[F:40])[cH:36]2)=[O:45])[cH:6][c:7]([O:10][CH2:11][CH2:12][CH2:13][O:14][N:15]=[CH:16][c:17]2[cH:18][cH:19][c:20](-[c:23]3[cH:24][cH:25][cH:26][cH:27][cH:28]3)[cH:21][cH:22]2)[cH:8][cH:9]1)[OH:46].